Dataset: the Open Reaction Database (ORD), a public repository of structured organic reaction records. Task: describe an organic reaction: reactants, conditions, products, and yield Procedure details: The diglycerides and the triglycerides of 2-hydroxyoctanoic acid and 2-ketooctanoic acid. Product: O=C(C(=O)OCC)CCCCCC (ethyl 2-ketooctanoate). The reactants are diglycerides, O=C(C(=O)O)CCCCCC (2-ketooctanoic acid), triglycerides, OC(C(=O)O)CCCCCC (2-hydroxyoctanoic acid). Reaction SMILES: [OH:1][CH:2]([CH2:6][CH2:7][CH2:8][CH2:9][CH2:10][CH3:11])[C:3]([OH:5])=[O:4].O=[C:13](CCCCCC)[C:14](O)=O>>[O:1]=[C:2]([CH2:6][CH2:7][CH2:8][CH2:9][CH2:10][CH3:11])[C:3]([O:5][CH2:13][CH3:14])=[O:4]. Reactants: C1(=CC=CC=C1)B(O)O (phenylboronic acid), C(=O)([O-])[O-].[Na+].[Na+] (Na2CO3), BrC=1C=C(N)C=CC1 (3-bromoaniline). The reagents and catalysts are CC(=O)[O-].CC(=O)[O-].[Pd+2] (Pd(OAc)2). Run in CO (MeOH), CO (MeOH). Yields the product C1(=CC=CC=C1)C=1C=C(N)C=CC1 (3-phenylaniline). Yield: 99.9%. RXN SMILES: [C:1]1(B(O)O)[CH:6]=[CH:5][CH:4]=[CH:3][CH:2]=1.C([O-])([O-])=O.[Na+].[Na+].Br[C:17]1[CH:18]=[C:19]([CH:21]=[CH:22][CH:23]=1)[NH2:20]>CO.CC([O-])=O.CC([O-])=O.[Pd+2]>[C:1]1([C:17]2[CH:18]=[C:19]([CH:21]=[CH:22][CH:23]=2)[NH2:20])[CH:6]=[CH:5][CH:4]=[CH:3][CH:2]=1 |f:1.2.3,6.7.8|. Procedure: To a solution of phenylboronic acid (10.5 g, 86.4 mmol) in 100 mL of MeOH, Na2CO3 (18.3 g, 172.2 mmol) and 3-bromoaniline (14.9 g, 86.4 mmol) were added sequentially. To the so obtained suspension, Pd(OAc)2 (500 mg, 2.16 mmol) was added and the reaction was heated to reflux of solvent until a black suspension appeared; the suspension was cooled at room temperature, diluted with MeOH and the black precipitate was removed by filtration. The filtrate was concentrated under reduced pressure and the ... Starting materials: CC1(C)CCN(c2cnc(C#Cc3ccccc3)cn2)C(=O)N1, [H-], CI, [Na+], CN(C)C=O. The product is CN1C(=O)N(c2cnc(C#Cc3ccccc3)cn2)CCC1(C)C. As a reaction SMILES: [CH3:1][C:2]1([CH3:23])[NH:3][C:4](=[O:22])[N:5]([c:8]2[n:9][cH:10][c:11]([C:14]#[C:15][c:16]3[cH:17][cH:18][cH:19][cH:20][cH:21]3)[n:12][cH:13]2)[CH2:6][CH2:7]1.[H-:24].[I:26][CH3:27].[Na+:25].[O:28]=[CH:29][N:30]([CH3:31])[CH3:32]>>[CH3:1][C:2]1([CH3:23])[N:3]([CH3:27])[C:4](=[O:22])[N:5]([c:8]2[n:9][cH:10][c:11]([C:14]#[C:15][c:16]3[cH:17][cH:18][cH:19][cH:20][cH:21]3)[n:12][cH:13]2)[CH2:6][CH2:7]1. The reactants are CC=1C(=CC=2C(CCC(C2C1)(C)C)(C)C)[Se]C#CC1=NC=C(C(=O)O)C=C1 (6-(3,5,5,8,8-pentamethyl-5,6,7,8-tetrahydro-2-napthylselanylethynyl)nicotinic acid), ON1N=NC2=C1C=CC=C2 (1-hydroxybenzotriazole), C1(CCCCC1)N=C=NC1CCCCC1 (1,3-dicyclohexylcarbodiimide), NC1=CC=C(C=C1)O (4-aminophenol). The solvent is C1CCOC1 (THF). Product: OC1=CC=C(C=C1)NC(C1=CN=C(C=C1)C#C[Se]C1=CC=2C(CCC(C2C=C1C)(C)C)(C)C)=O (N-(4-Hydroxyphenyl)-6-(3,5,5,8,8-pentamethyl-5,6,7,8-tetrahydro-2-napthylselanylethynyl)nicotinamide). Reaction SMILES: [CH3:1][C:2]1[C:3]([Se:16][C:17]#[C:18][C:19]2[CH:27]=[CH:26][C:22]([C:23](O)=[O:24])=[CH:21][N:20]=2)=[CH:4][C:5]2[C:6]([CH3:15])([CH3:14])[CH2:7][CH2:8][C:9]([CH3:13])([CH3:12])[C:10]=2[CH:11]=1.ON1C2C=CC=CC=2N=N1.C1(N=C=NC2CCCCC2)CCCCC1.[NH2:53][C:54]1[CH:59]=[CH:58][C:57]([OH:60])=[CH:56][CH:55]=1>C1COCC1>[OH:60][C:57]1[CH:58]=[CH:59][C:54]([NH:53][C:23](=[O:24])[C:22]2[CH:26]=[CH:27][C:19]([C:18]#[C:17][Se:16][C:3]3[C:2]([CH3:1])=[CH:11][C:10]4[C:9]([CH3:13])([CH3:12])[CH2:8][CH2:7][C:6]([CH3:15])([CH3:14])[C:5]=4[CH:4]=3)=[N:20][CH:21]=2)=[CH:55][CH:56]=1. Procedure: In a manner similar to that of Example 10, by reaction of 300 mg (0.72 mmol) of the 6-(3,5,5,8,8-pentamethyl-5,6,7,8-tetrahydro-2-napthylselanylethynyl)nicotinic acid with 194 mg (1.45 mmol) of 1-hydroxybenzotriazole, 300 mg (1.45 mmol) of 1,3-dicyclohexylcarbodiimide and 95 mg (0.87 mmol) of 4-aminophenol in 20 ml of THF, and after purification on a column of silica (ethyl acetate 20/heptane 80), 20 mg (6%) of a yellow solid are obtained. m.p.=172° C. The reactants are CC1(CCC2CC(Cc3ccccc3)N(Cc3ccccc3)C2=O)OCCO1, C1CCOC1, CO, [Li], N. The product is CC1(CCC2CC(Cc3ccccc3)NC2=O)OCCO1. RXN SMILES: [CH2:2]([c:3]1[cH:4][cH:5][cH:6][cH:7][cH:8]1)[N:9]1[C:10](=[O:29])[CH:11]([CH2:21][CH2:22][C:23]2([CH3:28])[O:24][CH2:25][CH2:26][O:27]2)[CH2:12][CH:13]1[CH2:14][c:15]1[cH:16][cH:17][cH:18][cH:19][cH:20]1.[CH2:31]1[O:32][CH2:33][CH2:34][CH2:35]1.[CH3:36][OH:37].[Li:30].[NH3:1]>>[NH:9]1[C:10](=[O:29])[CH:11]([CH2:21][CH2:22][C:23]2([CH3:28])[O:24][CH2:25][CH2:26][O:27]2)[CH2:12][CH:13]1[CH2:14][c:15]1[cH:16][cH:17][cH:18][cH:19][cH:20]1. The reactants are CCO, CC1(c2ccc3cc(OC4CCC(C5CCCCC5)CC4)ccc3c2)COC(=O)N1, [Li+], [OH-], O. Product: CC(N)(CO)c1ccc2cc(OC3CCC(C4CCCCC4)CC3)ccc2c1. As a reaction SMILES: [CH3:31][CH2:32][OH:33].[CH:1]1([CH:25]2[CH2:26][CH2:27][CH2:28][CH2:29][CH2:30]2)[CH2:2][CH2:3][CH:4]([O:7][c:8]2[cH:9][c:10]3[cH:11][cH:12][c:13]([C:18]4([CH3:24])[NH:19][C:20](=[O:23])[O:21][CH2:22]4)[cH:14][c:15]3[cH:16][cH:17]2)[CH2:5][CH2:6]1.[Li+:34].[OH-:35].[OH2:36]>>[CH:1]1([CH:25]2[CH2:26][CH2:27][CH2:28][CH2:29][CH2:30]2)[CH2:2][CH2:3][CH:4]([O:7][c:8]2[cH:9][c:10]3[cH:11][cH:12][c:13]([C:18]([NH2:19])([CH2:22][OH:21])[CH3:24])[cH:14][c:15]3[cH:16][cH:17]2)[CH2:5][CH2:6]1.